This data is from the Open Reaction Database (ORD), a public repository of structured organic reaction records. The task is: describe an organic reaction: reactants, conditions, products, and yield Reactants: C([O-])([O-])=O.[Na+].[Na+] (sodium carbonate), O (H2O), BrC=1C=CC=2C3=C(C(=NC2C1)N)N=C(N3NC(C)C)CCC (7-bromo-N1-isopropyl-2-propyl-1H-imidazo[4,5-c]quinoline-1,4-diamine), N1(CCOCC1)C(=O)C=1C=C(C=CC1)B(O)O (3-(morpholine-4-carbonyl)phenylboronic acid). Reagents/catalysts: C(C)(=O)[O-].[Pd+2].C(C)(=O)[O-] (palladium (II) acetate), C1(=CC=CC=C1)P(C1=CC=CC=C1)C1=CC=CC=C1 (triphenylphosphine). Solvent: C(CC)O (1-propanol). Conditions: temperature 100 celsius, time 16 hour. Yields the product C(C)(C)NN1C(=NC=2C(=NC=3C=C(C=CC3C21)C2=CC(=CC=C2)C(=O)N2CCOCC2)N)CCC (N1-isopropyl-7-[3-(morpholin-4-ylcarbonyl)phenyl]-2-propyl-1H-imidazo[4,5-c]quinoline-1,4-diamine). Isolated yield 52.4%. As a reaction SMILES: Br[C:2]1[CH:3]=[CH:4][C:5]2[C:6]3[N:15]([NH:16][CH:17]([CH3:19])[CH3:18])[C:14]([CH2:20][CH2:21][CH3:22])=[N:13][C:7]=3[C:8]([NH2:12])=[N:9][C:10]=2[CH:11]=1.[N:23]1([C:29]([C:31]2[CH:32]=[C:33](B(O)O)[CH:34]=[CH:35][CH:36]=2)=[O:30])[CH2:28][CH2:27][O:26][CH2:25][CH2:24]1.C(=O)([O-])[O-].[Na+].[Na+].O>C(O)CC.C([O-])(=O)C.[Pd+2].C([O-])(=O)C.C1(P(C2C=CC=CC=2)C2C=CC=CC=2)C=CC=CC=1>[CH:17]([NH:16][N:15]1[C:6]2[C:5]3[CH:4]=[CH:3][C:2]([C:35]4[CH:34]=[CH:33][CH:32]=[C:31]([C:29]([N:23]5[CH2:28][CH2:27][O:26][CH2:25][CH2:24]5)=[O:30])[CH:36]=4)=[CH:11][C:10]=3[N:9]=[C:8]([NH2:12])[C:7]=2[N:13]=[C:14]1[CH2:20][CH2:21][CH3:22])([CH3:19])[CH3:18] |f:2.3.4,7.8.9|. Procedure: A suspension of 7-bromo-N1-isopropyl-2-propyl-1H-imidazo[4,5-c]quinoline-1,4-diamine (1.00 g, 2.76 mmol) in 20 mL of 1-propanol was treated with the 3-(morpholine-4-carbonyl)phenylboronic acid (0.715 g, 3.04 mmol). The headspace of the flask was purged and back-filled with nitrogen (3×). The reaction mixture was then treated with triphenylphosphine (11 mg, 0.041 mmol), sodium carbonate (1.66 mL, 3.31 mmol, 2 M solution in H2O), H2O (2 mL), and palladium (II) acetate (3.1 mg, 0.014 mmol). Again t... The reactants are N1=CNC(C2=CC=CC=C12)=O (4(3H)-quinazolinone), [H-].[Na+] (NaH), [N+](=O)([O-])C=1C=C(C(CBr)=O)C=CC1 (3-Nitrophenacyl bromide). Run in CN(C)C=O (DMF). Reaction conditions: time 30 minute. Product: [N+](=O)([O-])C=1C=C(C=CC1)C(CN1C=NC2=CC=CC=C2C1=O)=O (3-[2-(3-Nitrophenyl)-2-oxoethyl]-3H-quinazolin-4-one). RXN SMILES: [N:1]1[C:10]2[C:5](=[CH:6][CH:7]=[CH:8][CH:9]=2)[C:4](=[O:11])[NH:3][CH:2]=1.[H-].[Na+].[N+:14]([C:17]1[CH:18]=[C:19]([CH:24]=[CH:25][CH:26]=1)[C:20](=[O:23])[CH2:21]Br)([O-:16])=[O:15]>CN(C=O)C>[N+:14]([C:17]1[CH:18]=[C:19]([C:20](=[O:23])[CH2:21][N:3]2[C:4](=[O:11])[C:5]3[C:10](=[CH:9][CH:8]=[CH:7][CH:6]=3)[N:1]=[CH:2]2)[CH:24]=[CH:25][CH:26]=1)([O-:16])=[O:15] |f:1.2|. Reported procedure: To a solution of 4(3H)-quinazolinone (2.19 g, 15.0 mol) in anhydrous DMF (10 mL) was added NaH (60% dispersion in mineral oil, 0.719 g, 18.0 mmol) in two portions with caution. The mixture was stirred at rt for 30 min. 3-Nitrophenacyl bromide (4.39 g, 18.0 mmol) was added and the resulting suspension was stirred at rt for 16 h. Solvent was removed under reduced pressure. To the residue were added water (10 mL) and 4 N HCl (aq) to adjust the pH to ≈6. The solid material was collected by filtratio...